Dataset: the Open Reaction Database (ORD), a public repository of structured organic reaction records. Task: describe an organic reaction: reactants, conditions, products, and yield The reactants are ClC1=CC=C(C=C1)N1N=C2C=C(C(=CC2=C1C(C(=O)O)C1CCCCC1)F)F ([rac]-[2-(4-chloro-phenyl)-5,6-difluoro-2H-indazol-3-yl]-cyclohexyl-acetic acid), acid chloride, S(=O)(Cl)Cl (thionyl chloride), C(C)OC(C(C)(C)OC1=CC(=C(C=C1)N)F)=O (2-(4-amino-3-fluoro-phenoxy)-2-methyl-propionic acid ethyl ester). The reagents and catalysts are CN(C)C=1C=CN=CC1 (DMAP). The product is C(C)OC(C(C)(C)OC1=CC(=C(C=C1)NC(C(C1CCCCC1)C=1N(N=C2C=C(C(=CC12)F)F)C1=CC=C(C=C1)Cl)=O)F)=O ([rac]-2-(4-{2-[2-(4-Chloro-phenyl)-5,6-difluoro-2H-indazol-3-yl]-2-cyclohexyl-acetylamino}-3-fluoro-phenoxy)-2-methyl-propionic acid ethyl ester). As a reaction SMILES: [Cl:1][C:2]1[CH:7]=[CH:6][C:5]([N:8]2[C:16]([CH:17]([CH:21]3[CH2:26][CH2:25][CH2:24][CH2:23][CH2:22]3)[C:18](O)=[O:19])=[C:15]3[C:10]([CH:11]=[C:12]([F:28])[C:13]([F:27])=[CH:14]3)=[N:9]2)=[CH:4][CH:3]=1.S(Cl)(Cl)=O.[CH2:33]([O:35][C:36](=[O:49])[C:37]([O:40][C:41]1[CH:46]=[CH:45][C:44]([NH2:47])=[C:43]([F:48])[CH:42]=1)([CH3:39])[CH3:38])[CH3:34]>CN(C1C=CN=CC=1)C>[CH2:33]([O:35][C:36](=[O:49])[C:37]([O:40][C:41]1[CH:46]=[CH:45][C:44]([NH:47][C:18](=[O:19])[CH:17]([C:16]2[N:8]([C:5]3[CH:4]=[CH:3][C:2]([Cl:1])=[CH:7][CH:6]=3)[N:9]=[C:10]3[C:15]=2[CH:14]=[C:13]([F:27])[C:12]([F:28])=[CH:11]3)[CH:21]2[CH2:22][CH2:23][CH2:24][CH2:25][CH2:26]2)=[C:43]([F:48])[CH:42]=1)([CH3:39])[CH3:38])[CH3:34]. Procedure details: In analogy to the procedure described in example 6, [rac]-[2-(4-chloro-phenyl)-5,6-difluoro-2H-indazol-3-yl]-cyclohexyl-acetic acid (example 24.7) was converted into the corresponding acid chloride with thionyl chloride which subsequently reacted with 2-(4-amino-3-fluoro-phenoxy)-2-methyl-propionic acid ethyl ester in the presence of DMAP to give the title compound as brown solid. MS: m/e=628.3 [M+H+]. Starting materials: O=C(Cl)c1ccccc1, O=C1NCC(Cc2ccccc2)O1, CO, [Na], c1ccccc1. The product is O=C1OC(Cc2ccccc2)CN1C(=O)c1ccccc1. As a reaction SMILES: [C:15]([c:16]1[cH:17][cH:18][cH:19][cH:20][cH:21]1)(=[O:22])[Cl:23].[CH2:2]([c:3]1[cH:4][cH:5][cH:6][cH:7][cH:8]1)[CH:9]1[CH2:10][NH:11][C:12](=[O:14])[O:13]1.[CH3:24][OH:25].[Na:1].[cH:26]1[cH:27][cH:28][cH:29][cH:30][cH:31]1>>[CH2:2]([c:3]1[cH:4][cH:5][cH:6][cH:7][cH:8]1)[CH:9]1[CH2:10][N:11]([C:15]([c:16]2[cH:17][cH:18][cH:19][cH:20][cH:21]2)=[O:22])[C:12](=[O:14])[O:13]1. Starting materials: BrCc1cccc(CBr)c1, O=C([O-])[O-], COCCOc1nc(N)c2nc[nH]c2n1, CCOC(C)=O, [K+], [K+], CN(C)C=O. The product is COCCOc1nc(N)c2ncn(Cc3cccc(CBr)c3)c2n1. As a reaction SMILES: [Br:16][CH2:17][c:18]1[cH:19][c:20]([CH2:24][Br:25])[cH:21][cH:22][cH:23]1.[C:26](=[O:27])([O-:28])[O-:29].[CH3:1][O:2][CH2:3][CH2:4][O:5][c:6]1[n:7][c:8]([NH2:15])[c:9]2[n:10][cH:11][nH:12][c:13]2[n:14]1.[CH3:37][CH2:38][O:39][C:40](=[O:41])[CH3:42].[K+:30].[K+:31].[O:32]=[CH:33][N:34]([CH3:35])[CH3:36]>>[CH3:1][O:2][CH2:3][CH2:4][O:5][c:6]1[n:7][c:8]([NH2:15])[c:9]2[n:10][cH:11][n:12]([CH2:24][c:20]3[cH:19][c:18]([CH2:17][Br:16])[cH:23][cH:22][cH:21]3)[c:13]2[n:14]1. Starting materials: NC(=O)N (urea), ClC1=C(C(=C(N)C=C1)O)S(=O)(=O)N1CCSCC1 (4-chloro-2-hydroxy-3-(4-thiomorpholinylsufonyl)aniline), ClC1=C(C=CC=C1Cl)N=C=O (2,3-dichlorophenylisocyanate). Product: ClC1=C(C(=C(C=C1)NC(=O)NC1=C(C(=CC=C1)Cl)Cl)O)S(=O)(=O)N1CCSCC1 (N-[4-chloro-2-hydroxy-3-(4-thiomorpholinylsufonyl)phenyl]-N′-(2,3-dichlorophenyl) urea). Isolated yield 28.0%. As a reaction SMILES: NC(N)=O.[Cl:5][C:6]1[CH:12]=[CH:11][C:9]([NH2:10])=[C:8]([OH:13])[C:7]=1[S:14]([N:17]1[CH2:22][CH2:21][S:20][CH2:19][CH2:18]1)(=[O:16])=[O:15].[Cl:23][C:24]1[C:29]([Cl:30])=[CH:28][CH:27]=[CH:26][C:25]=1[N:31]=[C:32]=[O:33]>>[Cl:5][C:6]1[CH:12]=[CH:11][C:9]([NH:10][C:32]([NH:31][C:25]2[CH:26]=[CH:27][CH:28]=[C:29]([Cl:30])[C:24]=2[Cl:23])=[O:33])=[C:8]([OH:13])[C:7]=1[S:14]([N:17]1[CH2:22][CH2:21][S:20][CH2:19][CH2:18]1)(=[O:15])=[O:16]. Reported procedure: Following the general procedure for urea formation outlined in example 15, 4-chloro-2-hydroxy-3-(4-thiomorpholinylsufonyl)aniline (120 mg, 0.36 mmol) and 2,3-dichlorophenylisocyanate(68 mg, 0.36 mmol) were coupled to form the desired urea (50 mg, 28%). 1H NMR (MeOD-d4): δ 8.31 (m, 1H), 8.05 (m, 1H), 7.26 (m, 2H), 7.08 (m, 1H), 3.61 (m, 4H), 2.69 (m, 4H). Starting materials: OCC1CCCCCCCCCCC1 (hydroxymethylcyclododecane), S(=O)(=O)(OC)OC (dimethyl sulfate), [OH-].[Na+] (sodium hydroxide), [NH2-].[Na+] (sodium amide), alcoholate. Run in C=1(C(=CC=CC1)C)C (xylene), C=1(C(=CC=CC1)C)C (xylene). Run at time 1 hour. The product is C1(CCCCCCCCCCC1)COC (Cyclododecylmethyl-methyl-ether). RXN SMILES: [NH2-].[Na+].[OH:3][CH2:4][CH:5]1[CH2:16][CH2:15][CH2:14][CH2:13][CH2:12][CH2:11][CH2:10][CH2:9][CH2:8][CH2:7][CH2:6]1.S(OC)(O[CH3:21])(=O)=O.[OH-].[Na+]>C1(C)C(C)=CC=CC=1>[CH:5]1([CH2:4][O:3][CH3:21])[CH2:6][CH2:7][CH2:8][CH2:9][CH2:10][CH2:11][CH2:12][CH2:13][CH2:14][CH2:15][CH2:16]1 |f:0.1,4.5|. Reported procedure: 25 g (0.65 mol) of sodium amide was introduced into 150 ml of xylene and heated to boiling under agitation. Within one hour, 99 g (0.5 mol) of hydroxymethylcyclododecane, dissolved in 750 ml of xylene, was added dropwise to the boiling suspension. To complete the alcoholate formation the mixture was heated for another two hours under reflux. Thereafter 44 g (0.35 mol) of dimethyl sulfate was added dropwise. The reaction mixture was heated under reflux for another four hours and then poured into ... The reactants are COC(=O)CBr, C1CCOC1, CN(C)c1cccc(N)c1, CCOC(C)=O, CCN(C(C)C)C(C)C, O. Product: COC(=O)CNc1cccc(N(C)C)c1. RXN SMILES: [Br:11][CH2:12][C:13](=[O:14])[O:15][CH3:16].[CH2:27]1[O:28][CH2:29][CH2:30][CH2:31]1.[CH3:1][N:2]([c:3]1[cH:4][c:5]([NH2:9])[cH:6][cH:7][cH:8]1)[CH3:10].[CH3:32][CH2:33][O:34][C:35](=[O:36])[CH3:37].[CH:17]([N:18]([CH2:19][CH3:20])[CH:21]([CH3:22])[CH3:23])([CH3:24])[CH3:25].[OH2:26]>>[CH3:1][N:2]([c:3]1[cH:4][c:5]([NH:9][CH2:12][C:13](=[O:14])[O:15][CH3:16])[cH:6][cH:7][cH:8]1)[CH3:10]. The reactants are N(=O)[O-].[Na+] (sodium nitrite), [I-].[K+] (potassium iodide), BrC1=CC(=C(N)C(=C1)CC)CC (4-bromo-2,6-diethylaniline), S(O)(O)(=O)=O (sulphuric acid). Run in O (water), O (water), O (water). Run at temperature 60 celsius, time 30 minute. The product is BrC1=CC(=C(C(=C1)CC)I)CC (4-bromo-2,6-diethyl-1-iodobenzene). The yield is 93.4%. As a reaction SMILES: [Br:1][C:2]1[CH:8]=[C:7]([CH2:9][CH3:10])[C:5](N)=[C:4]([CH2:11][CH3:12])[CH:3]=1.S(=O)(=O)(O)O.N([O-])=O.[Na+].[I-:22].[K+]>O>[Br:1][C:2]1[CH:8]=[C:7]([CH2:9][CH3:10])[C:5]([I:22])=[C:4]([CH2:11][CH3:12])[CH:3]=1 |f:2.3,4.5|. Procedure: To a stirred mixture of 4-bromo-2,6-diethylaniline (13.6 g, 0.06 mol) in distilled water (14 ml) is added concentrated sulphuric acid (14 ml), followed by brief heating to 60° C. for 1 hour until dissolution is complete. The mixture is allowed to cool to room temperature then further cooled to approximately 0° C. in an ice/salt bath. To this slurry is added an aqueous solution of sodium nitrite (4.1 g, 0.059 mol) in distilled water (20 ml) dropwise over 15 minutes, maintaining the temperature be... The reactants are C(C)OC(C(C(C(OC1=CC=C(C=C1)Cl)Br)=O)(C)C)=O (4-bromo-4-(4-chlorophenoxy)-2,2-dimethyl-3-keto-butanoic acid ethyl ester), N1N=CN=C1 (1,2,4-triazole). Solvent: C(C)#N (acetonitrile). Product: C(C)OC(C(C(C(N1N=CN=C1)OC1=CC=C(C=C1)Cl)=O)(C)C)=O (4-(4-chlorophenoxy)-2,2-dimethyl-3-keto-4-(1,2,4-triazol-1-yl)-butanoic acid ethyl ester). The yield is 77.8%. RXN SMILES: [CH2:1]([O:3][C:4](=[O:20])[C:5]([CH3:19])([CH3:18])[C:6](=[O:17])[CH:7](Br)[O:8][C:9]1[CH:14]=[CH:13][C:12]([Cl:15])=[CH:11][CH:10]=1)[CH3:2].[NH:21]1[CH:25]=[N:24][CH:23]=[N:22]1>C(#N)C>[CH2:1]([O:3][C:4](=[O:20])[C:5]([CH3:19])([CH3:18])[C:6](=[O:17])[CH:7]([O:8][C:9]1[CH:14]=[CH:13][C:12]([Cl:15])=[CH:11][CH:10]=1)[N:21]1[CH:25]=[N:24][CH:23]=[N:22]1)[CH3:2]. Procedure: 34 g (0.091 mol) of 4-bromo-4-(4-chlorophenoxy)-2,2-dimethyl-3-keto-butanoic acid ethyl ester were dissolved in 240 ml of acetonitrile. 24 g (0.345 mol) of 1,2,4-triazole were added and the mixture was heated for 48 hours under reflux. The solvent was then distilled off in vacuo, the residue was dissolved in 200 ml of methylene chloride and the solution was washed three times with 50 ml of water each time, dried over sodium sulphate and concentrated. The oil which remained was boiled up with 100... The reactants are N1N=CC(=C1)C1=CC=CC=2N1N=C(N2)NC2=CC=C(C=C2)OCCN2CCCC2 ([5-(1H-pyrazol-4-yl)-[1,2,4]triazolo[1,5-a]pyridin-2-yl]-[4-(2-pyrrolidin-1-yl-ethoxy)-phenyl]-amine), C([O-])([O-])=O.[K+].[K+] (potassium carbonate), ClC(C)O (1-chloroethanol). Product: N1(CCCC1)CCOC1=CC=C(C=C1)NC1=NN2C(C=CC=C2C=2C=NN(C2)CCO)=N1 (2-(4-{2-[4-(2-Pyrrolidin-1-yl-ethoxy)-phenylamino]-[1,2,4]triazolo[1,5-a]pyridin-5-yl}-pyrazol-1-yl)-ethanol). Reaction conditions: time 18 hour. Procedure details: To a stirred solution of [5-(1H-pyrazol-4-yl)-[1,2,4]triazolo[1,5-a]pyridin-2-yl]-[4-(2-pyrrolidin-1-yl-ethoxy)-phenyl]-amine (0.40 g, 1.03 mmol) in dimethylformamide (10 ml) was added potassium carbonate (2 g) followed by 1-chloroethanol (140 μl, 2.06 mmol). The mixture was stirred for 18 hours at room temperature, then filtered and concentrated in vacuo to provide a yellow solid. No further purification was required. Yield: 0.45 g, 89%; LCMS method: 2, RT: 2.10 min, MI: 434 [M+1]. The solvent is CN(C=O)C (dimethylformamide). As a reaction SMILES: [NH:1]1[CH:5]=[C:4]([C:6]2[N:11]3[N:12]=[C:13]([NH:15][C:16]4[CH:21]=[CH:20][C:19]([O:22][CH2:23][CH2:24][N:25]5[CH2:29][CH2:28][CH2:27][CH2:26]5)=[CH:18][CH:17]=4)[N:14]=[C:10]3[CH:9]=[CH:8][CH:7]=2)[CH:3]=[N:2]1.C(=O)([O-])[O-].[K+].[K+].Cl[CH:37]([OH:39])[CH3:38]>CN(C)C=O>[N:25]1([CH2:24][CH2:23][O:22][C:19]2[CH:18]=[CH:17][C:16]([NH:15][C:13]3[N:14]=[C:10]4[CH:9]=[CH:8][CH:7]=[C:6]([C:4]5[CH:3]=[N:2][N:1]([CH2:38][CH2:37][OH:39])[CH:5]=5)[N:11]4[N:12]=3)=[CH:21][CH:20]=2)[CH2:29][CH2:28][CH2:27][CH2:26]1 |f:1.2.3|.